From a dataset of the Open Reaction Database (ORD), a public repository of structured organic reaction records. describe an organic reaction: reactants, conditions, products, and yield Starting materials: FC(CC1=CC=C(C=C1)C1CC(CN(C1)C(=O)OC1=CC=C(C=C1)[N+](=O)[O-])C(=O)OC)(F)F (3-Methyl 1-(4-nitrophenyl) 5-[4-(2,2,2-trifluoroethyl)phenyl]piperidine-1,3-dicarboxylate), OC1CCNCC1 (4-hydroxypiperidine), C([O-])([O-])=O.[K+].[K+] (potassium carbonate). Run in CN(C)C=O (DMF). Conditions: temperature 150 celsius. Yields the product OC1CCN(CC1)C(=O)N1CC(CC(C1)C1=CC=C(C=C1)CC(F)(F)F)C(=O)OC (Methyl 1-[(4-hydroxypiperidin-1-yl)carbonyl]-5-[4-(2,2,2-trifluoroethyl)phenyl]piperidine-3-carboxylate). Reaction SMILES: [F:1][C:2]([F:33])([F:32])[CH2:3][C:4]1[CH:9]=[CH:8][C:7]([CH:10]2[CH2:15][N:14]([C:16](OC3C=CC([N+]([O-])=O)=CC=3)=[O:17])[CH2:13][CH:12]([C:28]([O:30][CH3:31])=[O:29])[CH2:11]2)=[CH:6][CH:5]=1.[OH:34][CH:35]1[CH2:40][CH2:39][NH:38][CH2:37][CH2:36]1.C(=O)([O-])[O-].[K+].[K+]>CN(C=O)C>[OH:34][CH:35]1[CH2:40][CH2:39][N:38]([C:16]([N:14]2[CH2:15][CH:10]([C:7]3[CH:6]=[CH:5][C:4]([CH2:3][C:2]([F:32])([F:33])[F:1])=[CH:9][CH:8]=3)[CH2:11][CH:12]([C:28]([O:30][CH3:31])=[O:29])[CH2:13]2)=[O:17])[CH2:37][CH2:36]1 |f:2.3.4|. Procedure details: 1.20 g (2.57 mmol) of the compound from Example 54A, 781 mg (7.72 mmol) of 4-hydroxypiperidine and 533 mg (3.86 mmol) of potassium carbonate were added to 14 ml of DMF and heated in a single-mode microwave (Emrys Optimizer) at 150° C. for 45 min. For workup, the reaction solutions were combined and filtered, and the residue was purified by means of preparative HPLC. Yield: 733 mg (66% of theory)